describe an organic reaction: reactants, conditions, products, and yield From a dataset of the Open Reaction Database (ORD), a public repository of structured organic reaction records. Reactants: [N+](=O)([O-])C1=CC=[N+](C2=CC=CC=C12)[O-] (4-Nitroquinoline N-oxide), CS(=O)C (DMSO). Yields the product C1=CC=C2C(=C1)C(=CC=[N+]2[O-])[N+](=O)[O-].CS(=O)C (4-NQO DMSO). RXN SMILES: [N+:1]([C:4]1[C:13]2[C:8](=[CH:9][CH:10]=[CH:11][CH:12]=2)[N+:7]([O-:14])=[CH:6][CH:5]=1)([O-:3])=[O:2].[CH3:15][S:16]([CH3:18])=[O:17]>>[CH:11]1[CH:12]=[C:13]2[C:4]([N+:1]([O-:3])=[O:2])=[CH:5][CH:6]=[N+:7]([O-:14])[C:8]2=[CH:9][CH:10]=1.[CH3:15][S:16]([CH3:18])=[O:17] |f:2.3|. Procedure details: 0.3 mg of 4-Nitroquinoline N-oxide (4-NQO) (Tokyo Chemical Industry Co., Ltd.) was dissolved in 10 ml of DMSO. The reactants are [Al+3], FC(F)(F)C(F)(F)CCCCCCCCOCc1ccccc1, ClCCl, CN(C)c1ccccc1, [Cl-], [Cl-], [Cl-], Cl. The product is OCCCCCCCCC(F)(F)C(F)(F)F. As a reaction SMILES: [Al+3:36].[CH2:1]([c:2]1[cH:3][cH:4][cH:5][cH:6][cH:7]1)[O:8][CH2:9][CH2:10][CH2:11][CH2:12][CH2:13][CH2:14][CH2:15][CH2:16][C:17]([C:18]([F:19])([F:20])[F:21])([F:22])[F:23].[CH2:38]([Cl:39])[Cl:40].[CH3:24][N:25]([c:26]1[cH:27][cH:28][cH:29][cH:30][cH:31]1)[CH3:32].[Cl-:33].[Cl-:34].[Cl-:35].[ClH:37]>>[OH:8][CH2:9][CH2:10][CH2:11][CH2:12][CH2:13][CH2:14][CH2:15][CH2:16][C:17]([C:18]([F:19])([F:20])[F:21])([F:22])[F:23].